Task: describe an organic reaction: reactants, conditions, products, and yield. Dataset: the Open Reaction Database (ORD), a public repository of structured organic reaction records Reactants: CCCCCC, CO, C=C(C)C1CCC(C)C2(O)C1C=C(C)C(OC(C)=O)C2OC(=O)C1CC2(O)c3cccc(Cl)c3N(C)OC2N1, ClCCl, Cl. Product: C=C(C)C1CCC(C)C2(O)C1C=C(C)C(O)C2OC(=O)C1CC2(O)c3cccc(Cl)c3N(C)OC2N1. As a reaction SMILES: [CH3:41][CH2:42][CH2:43][CH2:44][CH2:45][CH3:46].[CH3:47][OH:48].[Cl:1][c:2]1[cH:3][cH:4][cH:5][c:6]2[c:11]1[N:10]([CH3:12])[O:9][CH:8]1[C:7]2([OH:39])[CH2:15][CH:14]([C:16](=[O:17])[O:18][CH:19]2[CH:20]([O:35][C:36](=[O:37])[CH3:38])[C:21]([CH3:34])=[CH:22][CH:23]3[CH:24]([C:31](=[CH2:32])[CH3:33])[CH2:25][CH2:26][CH:27]([CH3:30])[C:28]23[OH:29])[NH:13]1.[Cl:49][CH2:50][Cl:51].[ClH:40]>>[Cl:1][c:2]1[cH:3][cH:4][cH:5][c:6]2[c:11]1[N:10]([CH3:12])[O:9][CH:8]1[C:7]2([OH:39])[CH2:15][CH:14]([C:16](=[O:17])[O:18][CH:19]2[CH:20]([OH:35])[C:21]([CH3:34])=[CH:22][CH:23]3[CH:24]([C:31](=[CH2:32])[CH3:33])[CH2:25][CH2:26][CH:27]([CH3:30])[C:28]23[OH:29])[NH:13]1. The reactants are ClC1=C(C=NC2=C(C(=CC=C2)Cl)C)C=CC=C1 (N-(o-chlorobenzylidene)-2-methyl-3-chloroaniline), [BH4-].[Na+] (sodium borohydride). The solvent is O (water), CO (methanol). Conditions: time 15 minute. Yields the product ClC1=C(CNC2=C(C(=CC=C2)Cl)C)C=CC=C1 (N-(o-Chlorobenzyl)-2-methyl-3-chloroaniline). Reaction SMILES: [Cl:1][C:2]1[CH:17]=[CH:16][CH:15]=[CH:14][C:3]=1[CH:4]=[N:5][C:6]1[CH:11]=[CH:10][CH:9]=[C:8]([Cl:12])[C:7]=1[CH3:13].[BH4-].[Na+]>CO.O>[Cl:1][C:2]1[CH:17]=[CH:16][CH:15]=[CH:14][C:3]=1[CH2:4][NH:5][C:6]1[CH:11]=[CH:10][CH:9]=[C:8]([Cl:12])[C:7]=1[CH3:13] |f:1.2|. Procedure details: A suspension of N-(o-chlorobenzylidene)-2-methyl-3-chloroaniline (0.038 mole) is brought to reflux in 100 cc of absolute methanol. An equivalent of sodium borohydride (1.5 g.) is added in portions and refluxing is continued for 15 mins. The reaction mixture is cooled and diluted with an equal volume of cold water to precipitate a solid. This material is collected, washed with H2O and air dried. Recrystallization from ethanol gives N-(o-Chlorobenzyl)-2-methyl-3-chloroaniline. m.p. 63°-66° C. The reactants are C(=O)C(C#N)C1=CC=C(C=C1)CC1=CC(=CC=C1)C (α-formyl-4-(3-methylphenylmethyl)phenylacetonitrile), O (water), Cl.NNC(=O)N (semicarbazide hydrochloride). The solvent is CO (methanol). Reaction conditions: time 13 hour. Product: NC=1N(N=CC1C1=CC=C(C=C1)CC1=CC(=CC=C1)C)C(N)=O (3-amino-2-carbamoyl-4- {4-(3-methylphenylmethyl)phenyl}pyrazole). As a reaction SMILES: [CH:1]([CH:3]([C:6]1[CH:11]=[CH:10][C:9]([CH2:12][C:13]2[CH:18]=[CH:17][CH:16]=[C:15]([CH3:19])[CH:14]=2)=[CH:8][CH:7]=1)[C:4]#[N:5])=O.O.Cl.[NH2:22][NH:23][C:24]([NH2:26])=[O:25]>CO>[NH2:5][C:4]1[N:23]([C:24](=[O:25])[NH2:26])[N:22]=[CH:1][C:3]=1[C:6]1[CH:11]=[CH:10][C:9]([CH2:12][C:13]2[CH:18]=[CH:17][CH:16]=[C:15]([CH3:19])[CH:14]=2)=[CH:8][CH:7]=1 |f:2.3|. Procedure details: To a solution obtained by dissolving α-formyl-4-(3-methylphenylmethyl)phenylacetonitrile thus obtained in methanol (50 ml) and water (10 ml) was added semicarbazide hydrochloride (3.2 g) under stirring on ice-cooling. Ice bath was removed, and after 13 hours, the mixture was adjusted to alkaline (pH 10 to 11) with 5N-sodium hydroxide aqueous solution, and stirred for 1 hour. Next, the reaction mixture was neutralized (pH 8 to 9) with 10% hydrochloric acid aqueous solution, and the precipitate wa... The reactants are COC1=C(C=CC(=C1)OS(=O)(=O)C)C=1NC=2C(=NC=CC2)N1 (2-(2-methoxy-4-methanesulfonyloxy-phenyl)imidazo[4,5-b]pyridine), OO (hydrogen peroxide). The product is COC1=C(C=CC(=C1)OS(=O)(=O)C)C=1NC=2C(=[N+](C=CC2)[O-])N1 (2-(2-Methoxy-4-methanesulfonyloxy-phenyl)imidazo[4,5-b]pyridin-4-oxide). Reaction SMILES: [CH3:1][O:2][C:3]1[CH:8]=[C:7]([O:9][S:10]([CH3:13])(=[O:12])=[O:11])[CH:6]=[CH:5][C:4]=1[C:14]1[NH:15][C:16]2[C:17]([N:22]=1)=[N:18][CH:19]=[CH:20][CH:21]=2.[OH:23]O>>[CH3:1][O:2][C:3]1[CH:8]=[C:7]([O:9][S:10]([CH3:13])(=[O:12])=[O:11])[CH:6]=[CH:5][C:4]=1[C:14]1[NH:15][C:16]2[C:17]([N:22]=1)=[N+:18]([O-:23])[CH:19]=[CH:20][CH:21]=2. Reported procedure: 3.19 g of 2-(2-methoxy-4-methanesulfonyloxy-phenyl)imidazo[4,5-b]pyridine were dissolved in 25 ml of and then 5 ml of 30% hydrogen peroxide were added dropwise thereto. The mixture was refluxed for one hour and concentrated to about one-tenth of its volume. The residue was poured onto ice and digested until it had crystallized throughout. Yield: 2.1 g (63% of theory). Melting point: 110°-125° C. Starting materials: α,ω-Di-(1-methyl-aminoethyl)-poly-(ethylene oxide), CC(COCC(C)OCC(C)OCC(C)N)N (Jeffamine), C(=C)(C)C=1C=C(C(C)(C)N=C=O)C=CC1 (m-isopropenyl-alpha,alpha-dimethylbenzyl isocyanate). Run in C(CC)C(=O)C (methyl propyl ketone), CC(=O)CCC (methylpropyl ketone). Yields the product NC(=O)N.CC(=C)C1=CC=CC=C1 (urea alpha-methyl styrene). As a reaction SMILES: CC(N)COCC(OCC(OCC([NH2:16])C)C)C.[C:18]([C:21]1[CH:22]=[C:23]([CH:30]=[CH:31][CH:32]=1)C([N:27]=[C:28]=[O:29])(C)C)([CH3:20])=[CH2:19]>CC(CCC)=O>[NH2:27][C:28]([NH2:16])=[O:29].[CH3:20][C:18]([C:21]1[CH:22]=[CH:23][CH:30]=[CH:31][CH:32]=1)=[CH2:19] |f:3.4|. Procedure: 59.95 g (0.010 m) of α,ω-Di-(1-methyl-aminoethyl)-poly-(ethylene oxide) of MW 5995 (Jeffamine-ED 6000) and 59.95 g of anhydrous methyl propyl ketone are charged into a 3-necked round bottomed flask which has been equipped with a stirrer, nitrogen inlet, condenser, thermometer and dropping funnel. The solution is stirred at room temperature under dry nitrogen, then 4.02 g (0.020 mole) of m-isopropenyl-alpha,alpha-dimethylbenzyl isocyanate (MW 201) dissolved in 3.1 g of anhydrous methylpropyl keto... Reactants: CCOC(Cc1ccc(OCCCOc2ccc(C(=O)c3ccccc3)cc2)c(Cl)c1)C(=O)OC, [Li+], [OH-]. Product: CCOC(Cc1ccc(OCCCOc2ccc(C(=O)c3ccccc3)cc2)c(Cl)c1)C(=O)O. RXN SMILES: [CH3:1][O:2][C:3]([CH:4]([CH2:5][c:6]1[cH:7][c:8]([Cl:31])[c:9]([O:12][CH2:13][CH2:14][CH2:15][O:16][c:17]2[cH:18][cH:19][c:20]([C:23]([c:24]3[cH:25][cH:26][cH:27][cH:28][cH:29]3)=[O:30])[cH:21][cH:22]2)[cH:10][cH:11]1)[O:32][CH2:33][CH3:34])=[O:35].[Li+:37].[OH-:36]>>[O:2]=[C:3]([CH:4]([CH2:5][c:6]1[cH:7][c:8]([Cl:31])[c:9]([O:12][CH2:13][CH2:14][CH2:15][O:16][c:17]2[cH:18][cH:19][c:20]([C:23]([c:24]3[cH:25][cH:26][cH:27][cH:28][cH:29]3)=[O:30])[cH:21][cH:22]2)[cH:10][cH:11]1)[O:32][CH2:33][CH3:34])[OH:35].